From a dataset of the Open Reaction Database (ORD), a public repository of structured organic reaction records. describe an organic reaction: reactants, conditions, products, and yield Reactants: OC=1C=C(C2=C(NC(CO2)=O)C1)C(CNC(CCCC=1C=C(C2=C(NC(N2)=O)C1)OC)(C)C)O (6-hydroxy-8-{1-hydroxy-2-[4-(4-methoxy-2-oxo-2,3-dihydro-benzimidazol-6-yl)-1,1-dimethyl-butylamino]-ethyl}-4H-benzo[1,4]oxazin-3-one), Cl.C(C1=CC=CC=C1)OC=1C=C(C2=C(NC(CO2)=O)C1)C(CNC(CCCN1C(NC2=C1C=CC=C2OC)=O)(C)C)O (6-benzyloxy-8-{1-hydroxy-2-[4-(4-methoxy-2-oxo-2,3-dihydro-benzimidazol-1-yl)-1,1-dimethyl-butylamino]-ethyl}-4H-benzo[1,4]oxazin-3-one hydrochloride). The reagents and catalysts are [Pd] (palladium on charcoal). Run in CO (methanol). Product: OC=1C=C(C2=C(NC(CO2)=O)C1)C(CNC(CCCN1C(NC2=C1C=CC=C2OC)=O)(C)C)O (6-hydroxy-8-{1-hydroxy-2-[4-(4-methoxy-2-oxo-2,3-dihydro-benzimidazol-1-yl)-1,1-dimethyl-butylamino]-ethyl}-4H-benzo[1,4]oxazin-3-one). As a reaction SMILES: OC1C=C(C(O)CNC(C)(C)CCCC2C=C(OC)C3NC(=O)NC=3C=2)C2OCC(=O)NC=2C=1.Cl.C([O:43][C:44]1[CH:45]=[C:46]([CH:55]([OH:76])[CH2:56][NH:57][C:58]([CH3:75])([CH3:74])[CH2:59][CH2:60][CH2:61][N:62]2[C:66]3[CH:67]=[CH:68][CH:69]=[C:70]([O:71][CH3:72])[C:65]=3[NH:64][C:63]2=[O:73])[C:47]2[O:52][CH2:51][C:50](=[O:53])[NH:49][C:48]=2[CH:54]=1)C1C=CC=CC=1>CO.[Pd]>[OH:43][C:44]1[CH:45]=[C:46]([CH:55]([OH:76])[CH2:56][NH:57][C:58]([CH3:74])([CH3:75])[CH2:59][CH2:60][CH2:61][N:62]2[C:66]3[CH:67]=[CH:68][CH:69]=[C:70]([O:71][CH3:72])[C:65]=3[NH:64][C:63]2=[O:73])[C:47]2[O:52][CH2:51][C:50](=[O:53])[NH:49][C:48]=2[CH:54]=1 |f:1.2|. Procedure details: 6-hydroxy-8-{1-hydroxy-2-[4-(4-methoxy-2-oxo-2,3-dihydro-benzimidazol-6-yl)-1,1-dimethyl-butylamino]-ethyl}-4H-benzo[1,4]oxazin-3-one: 130 mg (0.213 mmol) 6-benzyloxy-8-{1-hydroxy-2-[4-(4-methoxy-2-oxo-2,3-dihydro-benzimidazol-1-yl)-1,1-dimethyl-butylamino]-ethyl}-4H-benzo[1,4]oxazin-3-one hydrochloride are dissolved in methanol and hydrogenated at normal pressure with palladium on charcoal as catalyst. The catalyst is filtered through Celite, the filtrate is freed from the solvent and the resid... Reactants: CCOC(C)=O, CC(C)(C)OC(=O)N1CCc2cnc(C(F)(F)F)nc2C1, [O-][I+3]([O-])([O-])[O-], [Na+], O=[Ru]=O. Yields the product CC(C)(C)OC(=O)N1CCc2cnc(C(F)(F)F)nc2C1=O. As a reaction SMILES: [CH3:28][CH2:29][O:30][C:31](=[O:32])[CH3:33].[F:7][C:8]([c:9]1[n:10][cH:11][c:12]2[c:13]([n:14]1)[CH2:15][N:16]([C:19](=[O:20])[O:21][C:22]([CH3:23])([CH3:24])[CH3:25])[CH2:17][CH2:18]2)([F:26])[F:27].[I+3:1]([O-:2])([O-:3])([O-:4])[O-:5].[Na+:6].[Ru:34](=[O:35])=[O:36]>>[O:2]=[C:15]1[c:13]2[c:12]([cH:11][n:10][c:9]([C:8]([F:7])([F:26])[F:27])[n:14]2)[CH2:18][CH2:17][N:16]1[C:19](=[O:20])[O:21][C:22]([CH3:23])([CH3:24])[CH3:25].